This data is from the Open Reaction Database (ORD), a public repository of structured organic reaction records. The task is: describe an organic reaction: reactants, conditions, products, and yield The reactants are IC1=CC=C(C=C1)C(=O)C1=CC=C(C=C1)OC1OCCCC1 ((4-iodophenyl)(4-(tetrahydro-2H-pyran-2-yloxy)phenyl)methanone), C(C#C)N1CCCC1 (1-(prop-2-ynyl)pyrrolidine). The reagents and catalysts are Cl[Pd]([P](C1=CC=CC=C1)(C2=CC=CC=C2)C3=CC=CC=C3)([P](C4=CC=CC=C4)(C5=CC=CC=C5)C6=CC=CC=C6)Cl (Pd(PPh3)2Cl2), [Cu]I (CuI). Run in CCN(CC)CC (Et3N). Conditions: temperature 90 celsius, time 3 hour. Yields the product N1(CCCC1)CC#CC1=CC=C(C=C1)C(=O)C1=CC=C(C=C1)OC1OCCCC1 ((4-(3-(pyrrolidin-1-yl)prop-1-ynyl)phenyl)(4-(tetrahydro-2H-pyran-2-yloxy)phenyl)methanone). Isolated yield 80.1%. Reaction SMILES: I[C:2]1[CH:7]=[CH:6][C:5]([C:8]([C:10]2[CH:15]=[CH:14][C:13]([O:16][CH:17]3[CH2:22][CH2:21][CH2:20][CH2:19][O:18]3)=[CH:12][CH:11]=2)=[O:9])=[CH:4][CH:3]=1.[CH2:23]([N:26]1[CH2:30][CH2:29][CH2:28][CH2:27]1)[C:24]#[CH:25]>Cl[Pd](Cl)([P](C1C=CC=CC=1)(C1C=CC=CC=1)C1C=CC=CC=1)[P](C1C=CC=CC=1)(C1C=CC=CC=1)C1C=CC=CC=1.[Cu]I.CCN(CC)CC>[N:26]1([CH2:23][C:24]#[C:25][C:2]2[CH:7]=[CH:6][C:5]([C:8]([C:10]3[CH:15]=[CH:14][C:13]([O:16][CH:17]4[CH2:22][CH2:21][CH2:20][CH2:19][O:18]4)=[CH:12][CH:11]=3)=[O:9])=[CH:4][CH:3]=2)[CH2:30][CH2:29][CH2:28][CH2:27]1 |^1:33,52|. Reported procedure: A 25 mL Schlenk flask was charged with (4-iodophenyl)(4-(tetrahydro-2H-pyran-2-yloxy)phenyl)methanone (408 mg, 1 mmol), Pd(PPh3)2Cl2 (18 mg, 0.025 mmol), CuI (10 mg, 0.05 mmol), Et3N (10 ml) and 1-(prop-2-ynyl)pyrrolidine (165 mg, 1.5 mmol). The flask was flushed with argon three times and the mixture was stirred at 90° C. for 3 h. The solvent was evaporated under vacuum and the residue was purified by columnchromatography to give the desired product (312 mg, 80% yield) The reactants are O=C1NC([C@H](N1)C[C@@H]1C=2C=3C(=NC=NC3SC2CC1)OC1CCC(CC1)N(C(OC(C)(C)C)=O)C)=O (tert-butyl N-(4-[[(3R)-3-[[(4R)-2,5-dioxoimidazolidin-4-yl]methyl]-7-thia-9,11-diazatricyclo[6.4.0.0[2,6]]dodeca-1(8),2(6),9,11-tetraen-12-yl]oxy]cyclohexyl)-N-methylcarbamate), Cl (hydrogen chloride). Run in ClCCl (dichloromethane). Run at time 2 hour. Product: CNC1CCC(CC1)OC1=NC=NC=2SC=3CC[C@@H](C3C12)C[C@@H]1C(NC(N1)=O)=O ((5R)-5-[[(3R)-12-[[4-(methylamino)cyclohexyl]oxy]-7-thia-9,11-diazatricyclo[6.4.0.0[2,6]]dodeca-1(8),2(6),9,11-tetraen-3-yl]methyl]imidazolidine-2,4-dione). The yield is 44.1%. As a reaction SMILES: [O:1]=[C:2]1[NH:6][C@H:5]([CH2:7][C@H:8]2[CH2:19][CH2:18][C:17]3[S:16][C:15]4[N:14]=[CH:13][N:12]=[C:11]([O:20][CH:21]5[CH2:26][CH2:25][CH:24]([N:27](C)[C:28](=O)OC(C)(C)C)[CH2:23][CH2:22]5)[C:10]=4[C:9]2=3)[C:4](=[O:36])[NH:3]1.Cl>ClCCl>[CH3:28][NH:27][CH:24]1[CH2:25][CH2:26][CH:21]([O:20][C:11]2[C:10]3[C:9]4[C@@H:8]([CH2:7][C@H:5]5[NH:6][C:2](=[O:1])[NH:3][C:4]5=[O:36])[CH2:19][CH2:18][C:17]=4[S:16][C:15]=3[N:14]=[CH:13][N:12]=2)[CH2:22][CH2:23]1. Procedure details: To a solution of tert-butyl N-(4-[[(3R)-3-[[(4R)-2,5-dioxoimidazolidin-4-yl]methyl]-7-thia-9,11-diazatricyclo[6.4.0.0[2,6]]dodeca-1(8),2(6),9,11-tetraen-12-yl]oxy]cyclohexyl)-N-methylcarbamate (45 mg, 0.09 mmol, 1.00 equiv) in dichloromethane (3 mL) was added hydrogen chloride (conc., 0.5 mL) at 0° C. under nitrogen. The resulting solution was stirred for 2 h at room temperature and evaporated under reduced pressure. The crude product (45 mg) was purified by preparative HPLC under the following ...